This data is from the Open Reaction Database (ORD), a public repository of structured organic reaction records. The task is: describe an organic reaction: reactants, conditions, products, and yield Starting materials: O=C1CC(NC(=O)OCc2ccccc2)C(=O)O1, COC(=O)C(N)Cc1ccccc1, CC(=O)O, [Na+], [Na+], O=C([O-])[O-], O, O=S(=O)(O)O. The product is COC(=O)C(Cc1ccccc1)NC(=O)C(CC(=O)O)NC(=O)OCc1ccccc1. RXN SMILES: [CH2:1]([c:2]1[cH:3][cH:4][cH:5][cH:6][cH:7]1)[O:8][C:9](=[O:10])[NH:11][CH:12]1[CH2:13][C:14](=[O:15])[O:16][C:17]1=[O:18].[CH3:24][O:25][C:26]([CH:27]([NH2:28])[CH2:29][c:30]1[cH:31][cH:32][cH:33][cH:34][cH:35]1)=[O:36].[CH3:44][C:45](=[O:46])[OH:47].[Na+:37].[Na+:38].[O-:39][C:40](=[O:41])[O-:42].[OH2:43].[S:19]([OH:20])([OH:21])(=[O:22])=[O:23]>>[CH2:1]([c:2]1[cH:3][cH:4][cH:5][cH:6][cH:7]1)[O:8][C:9](=[O:10])[NH:11][CH:12]([CH2:13][C:14](=[O:15])[OH:16])[C:17](=[O:18])[NH:28][CH:27]([C:26]([O:25][CH3:24])=[O:36])[CH2:29][c:30]1[cH:31][cH:32][cH:33][cH:34][cH:35]1.